Dataset: the Open Reaction Database (ORD), a public repository of structured organic reaction records. Task: describe an organic reaction: reactants, conditions, products, and yield Reactants: C(C)(C)(C)C=1N=C(C=2C(N1)=NN(N2)CC2=NON=C2C)N2C[C@H](CC2)O ((S)-1-[5-tert-Butyl-2-(4-methyl-furazan-3-ylmethyl)-2H-[1,2,3]triazolo[4,5-d]pyrimidin-7-yl]-pyrrolidin-3-ol), C(C)(C)(C)C=1N=C(C2=C(N1)NN=N2)N2C[C@H](CC2)OC(C(F)(F)F)=O (Trifluoro-acetic acid (S)-1-(5-tert-butyl-3H-[1,2,3]triazolo[4,5-d]pyrimidin-7-yl)-pyrrolidin-3-yl-ester), ClCC1=CC(=NN1C)C (5-(chloromethyl)-1,3-dimethyl-1H-pyrazole). The product is C(C)(C)(C)C=1N=C(C=2C(N1)=NN(N2)CC=2N(N=C(C2)C)C)N2C[C@H](CC2)O ((S)-1-[5-tert-Butyl-2-(2,5-dimethyl-2H-pyrazol-3-ylmethyl)-2H-[1,2,3]triazolo[4,5-d]pyrimidin-7-yl]-pyrrolidin-3-ol). As a reaction SMILES: C(C1N=C(N2CC[C@H](O)C2)C2C(=NN(CC3C(C)=NON=3)N=2)N=1)(C)(C)C.[C:27]([C:31]1[N:32]=[C:33]([N:40]2[CH2:44][CH2:43][C@H:42]([O:45]C(=O)C(F)(F)F)[CH2:41]2)[C:34]2[N:39]=[N:38][NH:37][C:35]=2[N:36]=1)([CH3:30])([CH3:29])[CH3:28].Cl[CH2:53][C:54]1[N:58]([CH3:59])[N:57]=[C:56]([CH3:60])[CH:55]=1>>[C:27]([C:31]1[N:32]=[C:33]([N:40]2[CH2:44][CH2:43][C@H:42]([OH:45])[CH2:41]2)[C:34]2[C:35](=[N:37][N:38]([CH2:53][C:54]3[N:58]([CH3:59])[N:57]=[C:56]([CH3:60])[CH:55]=3)[N:39]=2)[N:36]=1)([CH3:29])([CH3:28])[CH3:30]. Procedure: In analogy to the procedure described for the synthesis of (S)-1-[5-tert-Butyl-2-(4-methyl-furazan-3-ylmethyl)-2H-[1,2,3]triazolo[4,5-d]pyrimidin-7-yl]-pyrrolidin-3-ol (example 73), the title compound was prepared from Trifluoro-acetic acid (S)-1-(5-tert-butyl-3H-[1,2,3]triazolo[4,5-d]pyrimidin-7-yl)-pyrrolidin-3-yl-ester and 5-(chloromethyl)-1,3-dimethyl-1H-pyrazole and isolated as light yellow gum. MS (m/e): 371.3 (MH+). The reactants are SC1=CC(=NC=2N1N=C(N2)CC(=O)OC)C (7-mercapto-2-methoxycarbonylmethyl-5-methyl-s-triazolo[1,5-a]pyrimidine), [OH-].[K+] (potassium hydroxide), Cl (hydrochloric acid). The solvent is O (water). Run at time 2 hour. Yields the product C(=O)(O)CC1=NN2C(N=C(C=C2S)C)=N1 (2-carboxymethyl-7-mercapto-5-methyl-s-triazolo[1,5-a]pyrimidine). The yield is 92.1%. RXN SMILES: [SH:1][C:2]1[N:7]2[N:8]=[C:9]([CH2:11][C:12]([O:14]C)=[O:13])[N:10]=[C:6]2[N:5]=[C:4]([CH3:16])[CH:3]=1.[OH-].[K+].Cl>O>[C:12]([CH2:11][C:9]1[N:10]=[C:6]2[N:5]=[C:4]([CH3:16])[CH:3]=[C:2]([SH:1])[N:7]2[N:8]=1)([OH:14])=[O:13] |f:1.2|. Reported procedure: The product obtained in Step 5 (1.5 g) was added to a solution of 0.75 g potassium hydroxide in 10 ml of water, the mixture was stirred at room temperature for two hours, and its pH was lowered to 1-2 with 6N hydrochloric acid. The crystals thus formed were collected by filtration, washed with 50 ml of water and dried, giving 1.3 g of the objective compound. Reactants: BrCc1ccncc1, Br, Cc1ccc(C(=O)c2c[nH]c3cc4c(cc3c2=O)OCO4)cc1C, CN(C)C=O, [H-], [Na+]. The product is Cc1ccc(C(=O)c2cn(Cc3ccncc3)c3cc4c(cc3c2=O)OCO4)cc1C. As a reaction SMILES: [Br:28][CH2:29][c:30]1[cH:31][cH:32][n:33][cH:34][cH:35]1.[BrH:27].[CH3:1][c:2]1[cH:3][c:4]([C:5](=[O:6])[c:7]2[cH:8][nH:9][c:10]3[cH:11][c:12]4[c:13]([cH:14][c:15]3[c:16]2=[O:17])[O:18][CH2:19][O:20]4)[cH:21][cH:22][c:23]1[CH3:24].[CH3:36][N:37]([CH3:38])[CH:39]=[O:40].[H-:25].[Na+:26]>>[CH3:1][c:2]1[cH:3][c:4]([C:5](=[O:6])[c:7]2[cH:8][n:9]([CH2:29][c:30]3[cH:31][cH:32][n:33][cH:34][cH:35]3)[c:10]3[cH:11][c:12]4[c:13]([cH:14][c:15]3[c:16]2=[O:17])[O:18][CH2:19][O:20]4)[cH:21][cH:22][c:23]1[CH3:24]. Reactants: ice, FC(S(=O)(=O)N)(F)F (trifluoromethanesulfonamide), [OH-].[Na+] (sodium hydroxide), FC(CC(=O)Cl)=C(F)F (3,4,4-trifluoro-3-butenoyl chloride). Conditions: time 2 minute. The product is FC(CC(=O)NS(=O)(=O)C(F)(F)F)=C(F)F (3,4,4-trifluoro-N-[(trifluoromethyl)sulfonyl]-3-butenamide). Isolated yield 16.4%. Reaction SMILES: [F:1][C:2]([F:8])([F:7])[S:3]([NH2:6])(=[O:5])=[O:4].[OH-].[Na+].[F:11][C:12](=[C:17]([F:19])[F:18])[CH2:13][C:14](Cl)=[O:15]>>[F:11][C:12](=[C:17]([F:19])[F:18])[CH2:13][C:14]([NH:6][S:3]([C:2]([F:8])([F:7])[F:1])(=[O:5])=[O:4])=[O:15] |f:1.2|. Reported procedure: To an ice-cooled solution of trifluoromethanesulfonamide (2.75 g, 18.4 mmol) in 7.4 ml, of 2.5N sodium hydroxide was added 3,4,4-trifluoro-3-butenoyl chloride (2.93 g, 18.5 mmol) with stirring in 2 min. The mixture was stirred in cold for 30 min and the white precipitate formed was filtered, washed with cold water (10 mL) and dried to give 0.82 g (16%) of the desired product as a white solid. m.p. 115°-120° C. The reactants are CN(C)C=O, Fc1ccc(CBr)c(F)c1, [K+], [K+], [Na+], O=C([O-])[O-], O=C([O-])O, COC(=O)c1ccc(C)c(-n2c(C)cc(O)cc2=O)c1. The product is COC(=O)c1ccc(C)c(-n2c(C)cc(OCc3ccc(F)cc3F)cc2=O)c1. Reaction SMILES: [CH3:42][N:43]([CH3:44])[CH:45]=[O:46].[F:21][c:22]1[c:23]([CH2:24][Br:25])[cH:26][cH:27][c:28]([F:30])[cH:29]1.[K+:31].[K+:32].[Na+:41].[O-:33][C:34]([O-:35])=[O:36].[O-:37][C:38]([OH:39])=[O:40].[OH:1][c:2]1[cH:3][c:4](=[O:20])[n:5](-[c:9]2[cH:10][c:11]([C:12](=[O:13])[O:14][CH3:15])[cH:16][cH:17][c:18]2[CH3:19])[c:6]([CH3:8])[cH:7]1>>[O:1]([c:2]1[cH:3][c:4](=[O:20])[n:5](-[c:9]2[cH:10][c:11]([C:12](=[O:13])[O:14][CH3:15])[cH:16][cH:17][c:18]2[CH3:19])[c:6]([CH3:8])[cH:7]1)[CH2:24][c:23]1[c:22]([F:21])[cH:29][c:28]([F:30])[cH:27][cH:26]1.